This data is from the Open Reaction Database (ORD), a public repository of structured organic reaction records. The task is: describe an organic reaction: reactants, conditions, products, and yield RXN SMILES: [Br:1][c:2]1[n:3][cH:4][c:5]([N+:8](=[O:9])[O-:10])[cH:6][cH:7]1.[C:27](=[O:28])([O-:29])[O-:30].[CH3:11][C:12]([CH3:13])([O:14][C:15](=[O:16])[NH:17][CH:18]([C:19](=[O:20])[O:21][CH3:22])[CH2:23][C:24]#[CH:25])[CH3:26].[CH3:33][N:34]([CH3:35])[CH:36]=[O:37].[CH3:38][CH2:39][O:40][C:41](=[O:42])[CH3:43].[Cu:44]([I:45])[I:46].[K+:31].[K+:32]>>[c:2]1([C:25]#[C:24][CH2:23][CH:18]([NH:17][C:15]([O:14][C:12]([CH3:11])([CH3:13])[CH3:26])=[O:16])[C:19](=[O:20])[O:21][CH3:22])[n:3][cH:4][c:5]([N+:8](=[O:9])[O-:10])[cH:6][cH:7]1. The reactants are O=[N+]([O-])c1ccc(Br)nc1, O=C([O-])[O-], C#CCC(NC(=O)OC(C)(C)C)C(=O)OC, CN(C)C=O, CCOC(C)=O, I[Cu]I, [K+], [K+]. The product is COC(=O)C(CC#Cc1ccc([N+](=O)[O-])cn1)NC(=O)OC(C)(C)C. Reactants: N([C@@H](CCC(N)=O)C(=O)N[C@@H](CCC)C(=O)N[C@@H](CCSC)C(=O)N)C(=O)OC(C)(C)C (BOC-Gln-Nva-Met-NH2). Run in C(=O)O (formic acid). Conditions: time 2 hour. Product: N1[C@@H](CCC1=O)C(=O)N[C@@H](CCC)C(=O)N[C@@H](CCSC)C(=O)N (Glp-Nva-Met-NH2). Isolated yield 97.6%. Reaction SMILES: N(C(OC(C)(C)C)=O)[C@H:2]([C:8]([NH:10][C@H:11]([C:15]([NH:17][C@H:18]([C:23]([NH2:25])=[O:24])[CH2:19][CH2:20][S:21][CH3:22])=[O:16])[CH2:12][CH2:13][CH3:14])=[O:9])[CH2:3][CH2:4][C:5](=[O:7])[NH2:6]>C(O)=O>[NH:6]1[C:5](=[O:7])[CH2:4][CH2:3][C@H:2]1[C:8]([NH:10][C@H:11]([C:15]([NH:17][C@H:18]([C:23]([NH2:25])=[O:24])[CH2:19][CH2:20][S:21][CH3:22])=[O:16])[CH2:12][CH2:13][CH3:14])=[O:9]. Procedure details: 3.8 g (8 mmoles) of BOC-Gln-Nva-Met-NH2 are dissolved in 100 ml of a 98% formic acid, the solution is allowed to stand at room temperature for 2 hours, and then evaporated in vacuo. The oily residue is dissolved in 50 ml of acetic acid, the solution is boiled for 2 minutes, and then evaporated in vacuo. The gelly residue is triturated with ether to obtain 2.8 g (98%) of Glp-Nva-Met-NH2 ; m.p.: 249°-250° C. (decomposition), Rf5 =0.58, [α]D25 =-48.4° (c=1%, in acetic acid).